Dataset: the Open Reaction Database (ORD), a public repository of structured organic reaction records. Task: describe an organic reaction: reactants, conditions, products, and yield Starting materials: C(C)(=O)NC=1SC=C(N1)CCCl (2-acetylamino-4-(2-chloroethyl)thiazole), C(C)(=O)NC=1SC=C(N1)CCCl (2-Acetylamino-4-(2-chloroethyl)thiazole), N1CCC(CC1)C1=CNC2=CC=CC=C12 (3-(4-piperidyl)indole), C(O)([O-])=O.[Na+] (sodium hydrogen carbonate), [I-].[K+] (potassium iodide). The solvent is O1CCCC1 (tetrahydrofuran), CN(C=O)C (N,N-dimethylformamide). The product is C(C)(=O)NC=1SC=C(N1)CCN1CCC(CC1)C1=CNC2=CC=CC=C12 (2-acetylamino-4-[2-[4-(3-indolyl)piperidino]ethyl]thiazole). The yield is 27.8%. As a reaction SMILES: [C:1]([NH:4][C:5]1[S:6][CH:7]=[C:8]([CH2:10][CH2:11]Cl)[N:9]=1)(=[O:3])[CH3:2].[NH:13]1[CH2:18][CH2:17][CH:16]([C:19]2[C:27]3[C:22](=[CH:23][CH:24]=[CH:25][CH:26]=3)[NH:21][CH:20]=2)[CH2:15][CH2:14]1.C(=O)([O-])O.[Na+].[I-].[K+]>O1CCCC1.CN(C)C=O>[C:1]([NH:4][C:5]1[S:6][CH:7]=[C:8]([CH2:10][CH2:11][N:13]2[CH2:18][CH2:17][CH:16]([C:19]3[C:27]4[C:22](=[CH:23][CH:24]=[CH:25][CH:26]=4)[NH:21][CH:20]=3)[CH2:15][CH2:14]2)[N:9]=1)(=[O:3])[CH3:2] |f:2.3,4.5|. Reported procedure: 2-Acetylamino-4-(2-chloroethyl)thiazole (1 g), 3-(4-piperidyl)indole (0.98 g), sodium hydrogen carbonate (620 mg) and potassium iodide (810 mg) were refluxed in a mixture of tetrahydrofuran (14 ml) and N,N-dimethylformamide (10 ml) for 4 hours and 10 minutes. Thereafter, with additions of 2-acetylamino-4-(2-chloroethyl)thiazole (0.5 g) three times, the mixture was further refluxed for 2 hours and 20 minutes. After cooling to ambient temperature, the reaction mixture was concentrated under reduce... Reactants: C(C1=CC=CC=C1)OC1=C(C=CC(=C1)CBr)[N+](=O)[O-] (2-Benzyloxy-4-bromomethyl-1-nitrobenzene), C[S-].[Na+] (sodium thiomethoxide), O (water). The solvent is CN(C)C=O (DMF). Reaction conditions: time 2 hour. Yields the product C(C1=CC=CC=C1)OC1=C(C=CC(=C1)CSC)[N+](=O)[O-] (2-Benzyloxy-4-methylsulfanylmethyl-1-nitrobenzene). As a reaction SMILES: [CH2:1]([O:8][C:9]1[CH:14]=[C:13]([CH2:15]Br)[CH:12]=[CH:11][C:10]=1[N+:17]([O-:19])=[O:18])[C:2]1[CH:7]=[CH:6][CH:5]=[CH:4][CH:3]=1.[CH3:20][S-:21].[Na+].O>CN(C=O)C>[CH2:1]([O:8][C:9]1[CH:14]=[C:13]([CH2:15][S:21][CH3:20])[CH:12]=[CH:11][C:10]=1[N+:17]([O-:19])=[O:18])[C:2]1[CH:7]=[CH:6][CH:5]=[CH:4][CH:3]=1 |f:1.2|. Reported procedure: To a solution of 2-benzyloxy-4-bromomethyl-1-nitrobenzene (Example 83, step C) (1.0 g, 3.1 mmol) in 20 mL DMF is added sodium thiomethoxide (228 mg, 3.26 mmol). The solution is stirred at RT for 2 h then water is added and the mixture is extracted with EtOAc. The organic layer is washed with water and brine, and dried over sodium sulfate. The solvent is removed under reduced pressure to give the title compound as a yellow liquid. Reactants: C(C)(C)(C)OC(NCCNC(C(C)C)C1=NC2=CC(=CC=C2C(N1CC1=CC=CC=C1)=O)Cl)=O ({2-[1-(3-benzyl-7-chloro-4-oxo-3,4-dihydro-quinazolin-2-yl)-2-methyl-propylamino]-ethyl}-carbamic acid tert-butyl ester), C(C)(=O)O[BH3-].[Na+] (sodium acetoxyborohydride), NC(C(C)C)C1=NC2=CC(=CC=C2C(N1CC1=CC=CC=C1)=O)Cl (2-(1-amino-2-methyl-propyl)-3-benzyl-7-chloro-3H-quinazolin-4-one), C(C)(C)(C)OC(NCC=O)=O ((2-oxo-ethyl)-carbamic tert-butyl ester). Yields the product C(C1=CC=CC=C1)N1C(=NC2=CC(=CC=C2C1=O)Cl)C(C(C)C)N1CCNCC(C1=O)(C)C (3-Benzyl-7-chloro-2-[1-(6,6-dimethyl-7-oxo-[1,4]diazepan-1-yl)-2-methyl-propyl]-3H-quinazolin-4-one). As a reaction SMILES: C(OC(=O)NCCNC([C:15]1[N:24]([CH2:25][C:26]2[CH:31]=[CH:30][CH:29]=[CH:28][CH:27]=2)[C:23](=[O:32])[C:22]2[C:17](=[CH:18][C:19]([Cl:33])=[CH:20][CH:21]=2)[N:16]=1)C(C)C)(C)(C)C.N[CH:36]([C:40]1[N:49]([CH2:50][C:51]2[CH:56]=CC=C[CH:52]=2)[C:48](=[O:57])[C:47]2[C:42](=CC(Cl)=C[CH:46]=2)[N:41]=1)C(C)C.[C:59](OC(=O)NCC=O)(C)(C)C.C(O[BH3-])(=O)C.[Na+]>>[CH2:25]([N:24]1[C:23](=[O:32])[C:22]2[C:17](=[CH:18][C:19]([Cl:33])=[CH:20][CH:21]=2)[N:16]=[C:15]1[CH:50]([N:49]1[C:48](=[O:57])[C:47]([CH3:46])([CH3:59])[CH2:42][NH:41][CH2:36][CH2:40]1)[CH:51]([CH3:52])[CH3:56])[C:26]1[CH:31]=[CH:30][CH:29]=[CH:28][CH:27]=1 |f:3.4|. Procedure details: Preparation of {2-[1-(3-benzyl-7-chloro-4-oxo-3,4-dihydro-quinazolin-2-yl)-2-methyl-propylamino]-ethyl}-carbamic acid tert-butyl ester: Following the procedure of Example 1b, 2-(1-amino-2-methyl-propyl)-3-benzyl-7-chloro-3H-quinazolin-4-one, (2-oxo-ethyl)-carbamic tert-butyl ester and sodium acetoxyborohydride gave the title compound as a white solid: MS (ES) m/e 485.2 (M+H)+. The reactants are C(C)(C)(C)OC(=O)N1C(=C(C2=CC=CC=C12)C)C1=C(N=NC(=C1)C1=CC=NC=C1)OC (2-(3-Methoxy-6-pyridin-4-yl-pyridazin-4-yl)-3-methyl-indole-1-carboxylic acid tert-butyl ester), Cl (HCl). The solvent is C(C)O (ethanol), [OH-].[Na+] (NaOH). Conditions: temperature 150 celsius. The product is CC1=C(NC2=CC=CC=C12)C=1C(NN=C(C1)C1=CC=NC=C1)=O (4-(3-Methyl-1H-indol-2-yl)-6-pyridin-4-yl-2H-pyridazin-3-one). Isolated yield 58.1%. As a reaction SMILES: C(OC([N:8]1[C:16]2[C:11](=[CH:12][CH:13]=[CH:14][CH:15]=2)[C:10]([CH3:17])=[C:9]1[C:18]1[CH:23]=[C:22]([C:24]2[CH:29]=[CH:28][N:27]=[CH:26][CH:25]=2)[N:21]=[N:20][C:19]=1[O:30]C)=O)(C)(C)C.Cl>C(O)C.[OH-].[Na+]>[CH3:17][C:10]1[C:11]2[C:16](=[CH:15][CH:14]=[CH:13][CH:12]=2)[NH:8][C:9]=1[C:18]1[C:19](=[O:30])[NH:20][N:21]=[C:22]([C:24]2[CH:25]=[CH:26][N:27]=[CH:28][CH:29]=2)[CH:23]=1 |f:3.4|. Reported procedure: 50 mg 2-(3-Methoxy-6-pyridin-4-yl-pyridazin-4-yl)-3-methyl-indole-1-carboxylic acid tert-butyl ester is dissolved in 0.75 ml ethanol and 0.75 ml 1N aqueous NaOH solution. The reaction mixture is stirred at 150° C. in microwave apparatus (200 W). The solution is neutralized by addition of 1N HCl, the solvent removed under reduced pressure and the crude product purified by HPLC chromatography (RP18 column, acetonitrile/water, 0.05% HCOOH) yielding 21.1 mg 4-(3-Methyl-1H-indol-2-yl)-6-pyridin-4-yl-... Starting materials: C#Cc1ccc(Nc2cc(=O)n(C)cc2C(N)=O)c(F)c1, C1CCOC1, CO. Yields the product CCc1ccc(Nc2cc(=O)n(C)cc2C(N)=O)c(F)c1. Reaction SMILES: [C:1](#[CH:2])[c:3]1[cH:4][c:5]([F:21])[c:6]([NH:7][c:8]2[c:9]([C:16](=[O:17])[NH2:18])[cH:10][n:11]([CH3:15])[c:12](=[O:14])[cH:13]2)[cH:19][cH:20]1.[CH2:24]1[O:25][CH2:26][CH2:27][CH2:28]1.[CH3:22][OH:23]>>[CH2:1]([CH3:2])[c:3]1[cH:4][c:5]([F:21])[c:6]([NH:7][c:8]2[c:9]([C:16](=[O:17])[NH2:18])[cH:10][n:11]([CH3:15])[c:12](=[O:14])[cH:13]2)[cH:19][cH:20]1. Reactants: ClC1=CC(=C(C=C1)[N+](=O)[O-])F (4-chloro-2-fluoronitrobenzene), C(C)(C)(C)OC(=O)NCCC1=CC(=CC=C1)O (N-tert-butoxycarbonyl-3-hydroxyphenethylamine), C([O-])([O-])=O.[K+].[K+] (potassium carbonate), CN(C=O)C (N,N-dimethylformamide). Run in O (water). Run at temperature 100 celsius, time 12 hour. Product: ClC=1C=CC(=C(OC=2C=C(C=CC2)CCNC(OC(C)(C)C)=O)C1)[N+](=O)[O-] (tert-butyl 2-[3-(5-chloro-2-nitrophenoxy)phenyl]ethylcarbamate). Yield: 96.7%. RXN SMILES: [Cl:1][C:2]1[CH:7]=[CH:6][C:5]([N+:8]([O-:10])=[O:9])=[C:4](F)[CH:3]=1.[C:12]([O:16][C:17]([NH:19][CH2:20][CH2:21][C:22]1[CH:27]=[CH:26][CH:25]=[C:24]([OH:28])[CH:23]=1)=[O:18])([CH3:15])([CH3:14])[CH3:13].C(=O)([O-])[O-].[K+].[K+].CN(C)C=O>O>[Cl:1][C:2]1[CH:7]=[CH:6][C:5]([N+:8]([O-:10])=[O:9])=[C:4]([CH:3]=1)[O:28][C:24]1[CH:23]=[C:22]([CH2:21][CH2:20][NH:19][C:17](=[O:18])[O:16][C:12]([CH3:14])([CH3:13])[CH3:15])[CH:27]=[CH:26][CH:25]=1 |f:2.3.4|. Reported procedure: A mixture of 4-chloro-2-fluoronitrobenzene (7.0 g, 40 mmols), N-tert-butoxycarbonyl-3-hydroxyphenethylamine (9.5 g, 40 mmols), potassium carbonate (5.5 g, 40 mmols) and N,N-dimethylformamide (100 ml) was stirred at 100° C. for 12 hours. The reaction mixture was cooled, then poured into water, and extracted with ethyl acetate. The extract was washed with water, and then dried with anhydrous magnesium sulfate, and the solvent was evaporated away. The residue was purified through silica gel column ...